From a dataset of the Open Reaction Database (ORD), a public repository of structured organic reaction records. describe an organic reaction: reactants, conditions, products, and yield Starting materials: Cc1cc(C)c(CNC(=O)c2cc(Br)nc3c2cnn3C(C)C)c(=O)[nH]1, O=C([O-])[O-], C1COCCO1, CC(C)(C)OC(=O)N1CC=C(B2OC(C)(C)C(C)(C)O2)CC1, CCOC(C)=O, [Na+], [Na+], c1ccc(P(c2ccccc2)(c2ccccc2)[Pd](P(c2ccccc2)(c2ccccc2)c2ccccc2)(P(c2ccccc2)(c2ccccc2)c2ccccc2)P(c2ccccc2)(c2ccccc2)c2ccccc2)cc1. The product is Cc1cc(C)c(CNC(=O)c2cc(C3=CCN(C(=O)OC(C)(C)C)CC3)nc3c2cnn3C(C)C)c(=O)[nH]1. Reaction SMILES: [Br:1][c:2]1[cH:3][c:4]([C:14](=[O:15])[NH:16][CH2:17][c:18]2[c:19](=[O:26])[nH:20][c:21]([CH3:25])[cH:22][c:23]2[CH3:24])[c:5]2[c:6]([n:7]1)[n:8]([CH:11]([CH3:12])[CH3:13])[n:9][cH:10]2.[C:49](=[O:50])([O-:51])[O-:52].[CH2:61]1[O:62][CH2:63][CH2:64][O:65][CH2:66]1.[CH3:27][C:28]1([CH3:29])[C:30]([CH3:31])([CH3:32])[O:33][B:34]([C:35]2=[CH:36][CH2:37][N:38]([C:41](=[O:42])[O:43][C:44]([CH3:45])([CH3:46])[CH3:47])[CH2:39][CH2:40]2)[O:48]1.[CH3:55][CH2:56][O:57][C:58]([CH3:59])=[O:60].[Na+:53].[Na+:54].[cH:67]1[cH:68][cH:69][c:70]([P:71]([Pd:72]([P:73]([c:74]2[cH:75][cH:76][cH:77][cH:78][cH:79]2)([c:80]2[cH:81][cH:82][cH:83][cH:84][cH:85]2)[c:86]2[cH:87][cH:88][cH:89][cH:90][cH:91]2)([P:92]([c:93]2[cH:94][cH:95][cH:96][cH:97][cH:98]2)([c:99]2[cH:100][cH:101][cH:102][cH:103][cH:104]2)[c:105]2[cH:106][cH:107][cH:108][cH:109][cH:110]2)[P:111]([c:112]2[cH:113][cH:114][cH:115][cH:116][cH:117]2)([c:118]2[cH:119][cH:120][cH:121][cH:122][cH:123]2)[c:124]2[cH:125][cH:126][cH:127][cH:128][cH:129]2)([c:130]2[cH:131][cH:132][cH:133][cH:134][cH:135]2)[c:136]2[cH:137][cH:138][cH:139][cH:140][cH:141]2)[cH:142][cH:143]1>>[c:2]1([C:35]2=[CH:36][CH2:37][N:38]([C:41](=[O:42])[O:43][C:44]([CH3:45])([CH3:46])[CH3:47])[CH2:39][CH2:40]2)[cH:3][c:4]([C:14](=[O:15])[NH:16][CH2:17][c:18]2[c:19](=[O:26])[nH:20][c:21]([CH3:25])[cH:22][c:23]2[CH3:24])[c:5]2[c:6]([n:7]1)[n:8]([CH:11]([CH3:12])[CH3:13])[n:9][cH:10]2. Starting materials: C1CCOC1, CC1(CCCCOCCCc2ccc(N3CCCC3)cc2)SCCCS1, CO, [Ca+2], Cl[Hg]Cl, O=C([O-])[O-], O. The product is CC(=O)CCCCOCCCc1ccc(N2CCCC2)cc1. As a reaction SMILES: [CH2:32]1[O:33][CH2:34][CH2:35][CH2:36]1.[CH3:1][C:2]1([CH2:8][CH2:9][CH2:10][CH2:11][O:12][CH2:13][CH2:14][CH2:15][c:16]2[cH:17][cH:18][c:19]([N:22]3[CH2:23][CH2:24][CH2:25][CH2:26]3)[cH:20][cH:21]2)[S:3][CH2:4][CH2:5][CH2:6][S:7]1.[CH3:38][OH:39].[Ca+2:27].[Cl:40][Hg:41][Cl:42].[O-:28][C:29](=[O:30])[O-:31].[OH2:37]>>[CH3:1][C:2]([CH2:8][CH2:9][CH2:10][CH2:11][O:12][CH2:13][CH2:14][CH2:15][c:16]1[cH:17][cH:18][c:19]([N:22]2[CH2:23][CH2:24][CH2:25][CH2:26]2)[cH:20][cH:21]1)=[O:28]. Reactants: O=C1N(C2=CC=CC=C2C1CC1=NC=CN=C1)C1=CC=CC=C1 (2,3-dihydro-2-oxo-1-phenyl-3-(2-pyrazinylmethyl)-1H-indol), BrCCCC(=O)OCC (ethyl 4-bromobutyrate). Product: C(C)OC(CCCC1(C(N(C2=CC=CC=C12)C1=CC=CC=C1)=O)CC1=NC=CN=C1)=O (2,3-Dihydro-2-oxo-1-phenyl-3-(2-pyrazinylmethyl)-1H-indole-3-butanoic Acid Ethyl Ester). Isolated yield 80.0%. As a reaction SMILES: [O:1]=[C:2]1[CH:10]([CH2:11][C:12]2[CH:17]=[N:16][CH:15]=[CH:14][N:13]=2)[C:9]2[C:4](=[CH:5][CH:6]=[CH:7][CH:8]=2)[N:3]1[C:18]1[CH:23]=[CH:22][CH:21]=[CH:20][CH:19]=1.Br[CH2:25][CH2:26][CH2:27][C:28]([O:30][CH2:31][CH3:32])=[O:29]>>[CH2:31]([O:30][C:28](=[O:29])[CH2:27][CH2:26][CH2:25][C:10]1([CH2:11][C:12]2[CH:17]=[N:16][CH:15]=[CH:14][N:13]=2)[C:9]2[C:4](=[CH:5][CH:6]=[CH:7][CH:8]=2)[N:3]([C:18]2[CH:19]=[CH:20][CH:21]=[CH:22][CH:23]=2)[C:2]1=[O:1])[CH3:32]. Procedure: By substituting 2,3-dihydro-2-oxo-1-phenyl-3-(2-pyrazinylmethyl)-1H-indol and ethyl 4-bromobutyrate in Example 1, the desired product was obtained in 80% yield as an oil.